The task is: describe an organic reaction: reactants, conditions, products, and yield. This data is from the Open Reaction Database (ORD), a public repository of structured organic reaction records. Reactants: C(C)(C)(C)OC(N(C1=CC=NC=C1)CCOC1=CC(=CC(=C1)C(N(CCS(N)(=O)=O)C(C)C)=O)Cl)=O ((2-{3-chloro-5-[isopropyl-(2-sulfamoyl-ethyl)-carbamoyl]-phenoxy}-ethyl)-pyridin-4-yl-carbamic acid tert-butyl ester), FC(C(=O)O)(F)F (trifluoroacetic acid). The solvent is ClCCl (dichloromethane). Conditions: time 64 hour. The product is FC(C(=O)O)(F)F.ClC=1C=C(C(=O)N(CCS(N)(=O)=O)C(C)C)C=C(C1)OCCNC1=CC=NC=C1 (3-Chloro-N-isopropyl-5-[2-(pyridin-4-ylamino)-ethoxy]-N-(2-sulfamoyl-ethyl)-benzamide trifluoroacetate). RXN SMILES: C(OC(=O)[N:7]([CH2:14][CH2:15][O:16][C:17]1[CH:22]=[C:21]([C:23](=[O:34])[N:24]([CH:31]([CH3:33])[CH3:32])[CH2:25][CH2:26][S:27](=[O:30])(=[O:29])[NH2:28])[CH:20]=[C:19]([Cl:35])[CH:18]=1)[C:8]1[CH:13]=[CH:12][N:11]=[CH:10][CH:9]=1)(C)(C)C.[F:37][C:38]([F:43])([F:42])[C:39]([OH:41])=[O:40]>ClCCl>[F:37][C:38]([F:43])([F:42])[C:39]([OH:41])=[O:40].[Cl:35][C:19]1[CH:20]=[C:21]([CH:22]=[C:17]([O:16][CH2:15][CH2:14][NH:7][C:8]2[CH:13]=[CH:12][N:11]=[CH:10][CH:9]=2)[CH:18]=1)[C:23]([N:24]([CH:31]([CH3:33])[CH3:32])[CH2:25][CH2:26][S:27](=[O:30])(=[O:29])[NH2:28])=[O:34] |f:3.4|. Reported procedure: A solution of (2-{3-chloro-5-[isopropyl-(2-sulfamoyl-ethyl)-carbamoyl]-phenoxy}-ethyl)-pyridin-4-yl-carbamic acid tert-butyl ester (0.012 g) in a mixture of dichloromethane (1 ml) and trifluoroacetic acid (1 ml) was stored at room temperature for 64 h and then concentrated under reduced pressure to give the title compound (0.011 g) as a colourless gum. Reactants: NC1=CC(=C(C=C1)C=1N=C(C2=C(N1)CN(C2)C(=O)OCC)N2[C@H](COCC2)C)F ((S)-ethyl 2-(4-amino-2-fluorophenyl)-4-(3-methylmorpholino)-5H-pyrrolo[3,4-d]pyrimidine-6(7H)-carboxylate), N(=C=O)C1CC1 (isocyanatocyclopropane). The product is C1(CC1)NC(NC1=CC(=C(C=C1)C=1N=C(C2=C(N1)CN(C2)C(=O)OCC)N2[C@H](COCC2)C)F)=O ((S)-ethyl 2-(4-(3-cyclopropylureido)-2-fluorophenyl)-4-(3-methylmorpholino)-5H-pyrrolo[3,4-d]pyrimidine-6(7H)-carboxylate). Isolated yield 47.0%. As a reaction SMILES: [NH2:1][C:2]1[CH:7]=[CH:6][C:5]([C:8]2[N:9]=[C:10]([N:22]3[CH2:27][CH2:26][O:25][CH2:24][C@@H:23]3[CH3:28])[C:11]3[CH2:16][N:15]([C:17]([O:19][CH2:20][CH3:21])=[O:18])[CH2:14][C:12]=3[N:13]=2)=[C:4]([F:29])[CH:3]=1.[N:30]([CH:33]1[CH2:35][CH2:34]1)=[C:31]=[O:32]>>[CH:33]1([NH:30][C:31](=[O:32])[NH:1][C:2]2[CH:7]=[CH:6][C:5]([C:8]3[N:9]=[C:10]([N:22]4[CH2:27][CH2:26][O:25][CH2:24][C@@H:23]4[CH3:28])[C:11]4[CH2:16][N:15]([C:17]([O:19][CH2:20][CH3:21])=[O:18])[CH2:14][C:12]=4[N:13]=3)=[C:4]([F:29])[CH:3]=2)[CH2:35][CH2:34]1. Reported procedure: Method as example 113 step 2 using (S)-ethyl 2-(4-amino-2-fluorophenyl)-4-(3-methylmorpholino)-5H-pyrrolo[3,4-d]pyrimidine-6(7H)-carboxylate and isocyanatocyclopropane as starting materials. The solvent was removed in vacuo and the residue purified by prep HPLC (low pH) yielding the final compound (17 mg, 0.04 mmol, 47%). Starting materials: C(C)(C)(C)OC(=O)N[C@H](C(=O)O)C1=CC2=CC=C(C=C2C=C1)OC ((S)-2-(tert-Butoxycarbonylamino)-2-(6-methoxy-2-naphthyl)acetic acid), FC(C(=O)O)(F)F (Trifluoroacetic acid), methyl ester, methyl ester. Run in C(Cl)Cl (CH2Cl2). Run at temperature 0 celsius, time 2 hour. The product is N[C@H](C(=O)OC)C1=CC2=CC=C(C=C2C=C1)OC (methyl (S)-2-amino-2-(6-methoxy-2-naphthyl)acetate). Reaction SMILES: C(OC([NH:8][C@@H:9]([C:13]1[CH:22]=[CH:21][C:20]2[C:15](=[CH:16][CH:17]=[C:18]([O:23][CH3:24])[CH:19]=2)[CH:14]=1)[C:10]([OH:12])=[O:11])=O)(C)(C)C.F[C:26](F)(F)C(O)=O>C(Cl)Cl>[NH2:8][C@@H:9]([C:13]1[CH:22]=[CH:21][C:20]2[C:15](=[CH:16][CH:17]=[C:18]([O:23][CH3:24])[CH:19]=2)[CH:14]=1)[C:10]([O:12][CH3:26])=[O:11]. Reported procedure: (S)-2-(tert-Butoxycarbonylamino)-2-(6-methoxy-2-naphthyl)acetic acid was then converted into the methyl ester using General Procedure G below. The methyl ester was then dissolved in CH2Cl2 and this solution cooled to 0° C. Trifluoroacetic acid (50 molar eq.) was added and the reaction was allowed to warm to room temperature and stirring was continued for 2 hrs. The reaction mixture was then concentrated and the residue extracted into CH2Cl2 and washed with sodium bicarbonate solution. The organi... Reactants: SC=1N=C2C(N1)=CC=CC=C2 (2-mercaptocycloheptimidazole), [OH-].[K+] (potassium hydroxide), COS(OC)(=O)=O (dimethylsulfuric acid). Run in CO (methanol). Reaction conditions: temperature 45 celsius. Product: CSC=1N=C2C(N1)=CC=CC=C2 (2-Methylthiocycloheptimidazole). The yield is 81.9%. Reaction SMILES: [OH-].[K+].[SH:3][C:4]1[N:5]=[C:6]2[CH:13]=[CH:12][CH:11]=[CH:10][CH:9]=[C:7]2[N:8]=1.[CH3:14]OS(=O)(=O)OC>CO>[CH3:14][S:3][C:4]1[N:8]=[C:7]2[CH:9]=[CH:10][CH:11]=[CH:12][CH:13]=[C:6]2[N:5]=1 |f:0.1|. Reported procedure: 38 g of potassium hydroxide was dissolved in 800 ml of methanol and then 100 g of 2-mercaptocycloheptimidazole was added thereto and stirred under heating at an internal temperature of about 45° C. Next, 131.2 g of dimethylsulfuric acid was dropwise added and further stirred under heating at an internal temperature of about 45° C. for 1 hour. After the solvent was evaporated off to some degree under reduced pressure, one liter of water was added, and the resulting solution was extracted with chl...